Dataset: the Open Reaction Database (ORD), a public repository of structured organic reaction records. Task: describe an organic reaction: reactants, conditions, products, and yield Reactants: C1CCOC1, CC1CCC(=O)N1, O=S(=O)(Cl)c1ccc(F)cc1, [H-], [Na+], [Na+], O=C([O-])O. Product: CC1CCC(=O)N1S(=O)(=O)c1ccc(F)cc1. As a reaction SMILES: [CH2:21]1[O:22][CH2:23][CH2:24][CH2:25]1.[CH3:3][CH:4]1[CH2:5][CH2:6][C:7](=[O:9])[NH:8]1.[F:10][c:11]1[cH:12][cH:13][c:14]([S:17](=[O:18])(=[O:19])[Cl:20])[cH:15][cH:16]1.[H-:1].[Na+:2].[Na+:30].[O-:26][C:27]([OH:28])=[O:29]>>[CH3:3][CH:4]1[CH2:5][CH2:6][C:7](=[O:9])[N:8]1[S:17]([c:14]1[cH:13][cH:12][c:11]([F:10])[cH:16][cH:15]1)(=[O:18])=[O:19]. Starting materials: CCCCBr, O=C([O-])[O-], CN(C)C=O, [K+], [K+], O=Cc1ccc(O)cc1. The product is CCCCOc1ccc(C=O)cc1. Reaction SMILES: [Br:16][CH2:17][CH2:18][CH2:19][CH3:20].[C:10](=[O:11])([O-:12])[O-:13].[CH3:21][N:22]([CH3:23])[CH:24]=[O:25].[K+:14].[K+:15].[OH:1][c:2]1[cH:3][cH:4][c:5]([CH:6]=[O:7])[cH:8][cH:9]1>>[O:1]([c:2]1[cH:3][cH:4][c:5]([CH:6]=[O:7])[cH:8][cH:9]1)[CH2:17][CH2:18][CH2:19][CH3:20]. Reactants: BrC=1C(=CC(=NC1)NC=1SC=C(N1)CCC1=CC=CC=C1)SC=1C2=C(N=CN1)CCN(C2)C(=O)OC(C)(C)C (tert-Butyl 4-(5-bromo-2-(4-phenethylthiazol-2-ylamino)pyridin-4-ylthio)-7,8-dihydropyrido[4,3-d]pyrimidine-6(5H)-carboxylate), C(=O)(O)[O-].[Na+] (NaHCO3). Solvent: C(=O)(C(F)(F)F)O (TFA). Conditions: time 2 hour. Product: BrC=1C(=CC(=NC1)NC=1SC=C(N1)CCC1=CC=CC=C1)SC=1C2=C(N=CN1)CCNC2 (5-bromo-N-(4-phenethylthiazol-2-yl)-4-(5,6,7,8-tetrahydropyrido[4,3-d]pyrimidin-4-ylthio)pyridin-2-amine). The yield is 51.4%. Reaction SMILES: [Br:1][C:2]1[C:3]([S:22][C:23]2[C:24]3[CH2:32][N:31](C(OC(C)(C)C)=O)[CH2:30][CH2:29][C:25]=3[N:26]=[CH:27][N:28]=2)=[CH:4][C:5]([NH:8][C:9]2[S:10][CH:11]=[C:12]([CH2:14][CH2:15][C:16]3[CH:21]=[CH:20][CH:19]=[CH:18][CH:17]=3)[N:13]=2)=[N:6][CH:7]=1.C([O-])(O)=O.[Na+]>C(O)(C(F)(F)F)=O>[Br:1][C:2]1[C:3]([S:22][C:23]2[C:24]3[CH2:32][NH:31][CH2:30][CH2:29][C:25]=3[N:26]=[CH:27][N:28]=2)=[CH:4][C:5]([NH:8][C:9]2[S:10][CH:11]=[C:12]([CH2:14][CH2:15][C:16]3[CH:17]=[CH:18][CH:19]=[CH:20][CH:21]=3)[N:13]=2)=[N:6][CH:7]=1 |f:1.2|. Procedure details: tert-Butyl 4-(5-bromo-2-(4-phenethylthiazol-2-ylamino)pyridin-4-ylthio)-7,8-dihydropyrido[4,3-d]pyrimidine-6(5H)-carboxylate (0.023 g, 0.037 mmol) was dissolved in TFA (2 mL) and stirred at ambient temperature for 2 hours. The solution was neutralized with saturated NaHCO3 and extracted with EtOAc. The organic layer was washed with brine, dried, and concentrated to afford the desired product (0.010 g, 52% yield) as a white solid. 1H NMR (CDCl3) δ 8.66 (s, 1H), 8.51 (s, 1H), 7.14-7.27 (m, 6H), 6.... The reactants are [H-].[Al+3].[Li+].[H-].[H-].[H-] (lithium aluminum hydride), C(C)O (ethanol), C=1C=CC2=C(C1)C(=O)OC2(C=3C=CC(=CC3)O)C=4C=CC(=CC4)O (phenolphthalein), C=1C=CC2=C(C1)C(=O)OC2(C=3C=CC(=CC3)O)C=4C=CC(=CC4)O (Phenolphthalein), [H-].[Al+3].[Li+].[H-].[H-].[H-] (lithium aluminum hydride), O (water). Solvent: CCOCC (ether), CCOCC (ether), O1CCCC1 (tetrahydrofuran), CCOCC (ether), O1CCCC1 (tetrahydrofuran). Run at time 90 minute. Yields the product C1C2=CC=CC=C2CO1 (phthalan). Isolated yield 156.3%. RXN SMILES: [H-].[Al+3].[Li+].[H-].[H-].[H-].[CH:7]1[CH:8]=[CH:9][C:10]2[C:16](C3C=CC(O)=CC=3)(C3C=CC(O)=CC=3)[O:15][C:13](=O)[C:11]=2[CH:12]=1.C(O)C.O>O1CCCC1.CCOCC>[CH2:13]1[O:15][CH2:16][C:10]2[C:11]1=[CH:12][CH:7]=[CH:8][CH:9]=2 |f:0.1.2.3.4.5|. Procedure: To a one liter 3-neck flask under nitrogen was added 250 ml of dry tetrahydrofuran followed by 4.61 g of lithium aluminum hydride (95%). Phenolphthalein (20.0 g) dissolved in 250 ml of dry tetrahydrofuran was added dropwise to the well-stirred lithium aluminum hydride suspension at a rate to prevent a violent reaction. Addition was completed in 90 minutes. The reaction mixture was then refluxed for 30 minutes by applyingexternal heat. Silica gel TLC in ether showed some unreacted phenolphthalein... Reactants: O=S(=O)(OCCCC1CCCC1)c1ccc(Br)cc1, CC(C)=O, [I-], [Na+]. Product: ICCCC1CCCC1. As a reaction SMILES: [Br:1][c:2]1[cH:3][cH:4][c:5]([S:6]([O:7][CH2:12][CH2:13][CH2:14][CH:15]2[CH2:16][CH2:17][CH2:18][CH2:19]2)(=[O:8])=[O:9])[cH:10][cH:11]1.[CH3:22][C:23](=[O:24])[CH3:25].[I-:21].[Na+:20]>>[CH2:12]([CH2:13][CH2:14][CH:15]1[CH2:16][CH2:17][CH2:18][CH2:19]1)[I:21]. The reactants are O (Water), FC1=C(N)C(=CC=C1)F (2,6-difluoroaniline), C([O-])([O-])=O.[K+].[K+] (potassium carbonate), BrCC(=O)Br (bromoacetyl bromide). The solvent is ClCCl (dichloromethane). Run at time 17 hour. Product: BrCC(=O)NC1=C(C=CC=C1F)F (2-Bromo-N-(2,6-difluoro-phenyl)-acetamide). As a reaction SMILES: [F:1][C:2]1[CH:8]=[CH:7][CH:6]=[C:5]([F:9])[C:3]=1[NH2:4].C(=O)([O-])[O-].[K+].[K+].[Br:16][CH2:17][C:18](Br)=[O:19].O>ClCCl>[Br:16][CH2:17][C:18]([NH:4][C:3]1[C:2]([F:1])=[CH:8][CH:7]=[CH:6][C:5]=1[F:9])=[O:19] |f:1.2.3|. Procedure: To a mixture of 2,6-difluoroaniline (1.12 g) and potassium carbonate (1.8 g) in 50 mL dichloromethane was added bromoacetyl bromide (1.5 mL) and the mixture was stirred at room temperature for 17 h. Water was added and the mixture stirred for several hours then the phases were separated on a hydrophobic frit and the organic layer was evaporated. The crude product was purified by silica gel chromatography eluting with 0-100% EtOAc/cyclohexane to give the sub-titled compound (0.92 g) as a white so... Starting materials: CC(C)N(C)C1CCC(NC(=O)OC(C)(C)C)CC1, ClCCl, O=C(O)C(F)(F)F. Product: CC(C)N(C)C1CCC(N)CC1. RXN SMILES: [C:1]([O:2][C:3](=[O:4])[NH:7][CH:8]1[CH2:9][CH2:10][CH:11]([N:14]([CH3:15])[CH:16]([CH3:17])[CH3:18])[CH2:12][CH2:13]1)([CH3:5])([CH3:6])[CH3:19].[Cl:27][CH2:28][Cl:29].[OH:20][C:21]([C:22]([F:23])([F:24])[F:25])=[O:26]>>[NH2:7][CH:8]1[CH2:9][CH2:10][CH:11]([N:14]([CH3:15])[CH:16]([CH3:17])[CH3:18])[CH2:12][CH2:13]1. The reactants are C1COCCN1, Oc1ccc(Cl)nn1. The product is Oc1ccc(N2CCOCC2)nn1. As a reaction SMILES: [CH2:9]1[CH2:10][O:11][CH2:12][CH2:13][NH:14]1.[Cl:1][c:2]1[cH:3][cH:4][c:5]([OH:8])[n:6][n:7]1>>[c:2]1([N:14]2[CH2:9][CH2:10][O:11][CH2:12][CH2:13]2)[cH:3][cH:4][c:5]([OH:8])[n:6][n:7]1.